This data is from the Open Reaction Database (ORD), a public repository of structured organic reaction records. The task is: describe an organic reaction: reactants, conditions, products, and yield Starting materials: 449.21, COC(C1=CC(=CC(=C1)N1C(OCC1)=O)Br)=O (methyl-3-bromo-5-(2-oxooxazolidin-3-yl)benzoate), C=C1CCOCC1 (4-methylenetetrahydro-2H-pyran), N1C(=O)C(=O)C2=CC=CC=C12 (isatin). Product: COC(C1=CC(=CC(=C1)N1C([C@]2(CC23CCOCC3)C3=CC=CC=C13)=O)N1C(OCC1)=O)=O ((S)-methyl-3-(2-oxo-1,3-oxazolidin-3-yl)-5-(2-oxo-2″,3″,5″,6″-tetrahydrodispiro[indole-3,1′-cyclopropane-2′,4″-pyran]-1(2 H)-yl)benzoate). Reaction SMILES: [CH3:1][O:2][C:3](=[O:17])[C:4]1[CH:9]=[C:8]([N:10]2[CH2:14][CH2:13][O:12][C:11]2=[O:15])[CH:7]=[C:6](Br)[CH:5]=1.[CH2:18]=[C:19]1[CH2:24][CH2:23][O:22][CH2:21][CH2:20]1.[NH:25]1[C:35]2[C:30](=[CH:31][CH:32]=[CH:33][CH:34]=2)[C:28](=O)[C:26]1=[O:27]>>[CH3:1][O:2][C:3](=[O:17])[C:4]1[CH:5]=[C:6]([N:25]2[C:35]3[C:30](=[CH:31][CH:32]=[CH:33][CH:34]=3)[C@:28]3([C:19]4([CH2:24][CH2:23][O:22][CH2:21][CH2:20]4)[CH2:18]3)[C:26]2=[O:27])[CH:7]=[C:8]([N:10]2[CH2:14][CH2:13][O:12][C:11]2=[O:15])[CH:9]=1. Procedure: The title compound was prepared in analogy to Example 101 starting from methyl-3-bromo-5-(2-oxooxazolidin-3-yl)benzoate prepared as in Example 101, 4-methylenetetrahydro-2H-pyran, isatin (commercially available) according to Scheme 2. LC/MS m/e calcd. for C25H24ClN2O6: 448, observed (M+H)+: 449.21 1HNMR (400 MHz, DMSO-d6) δppm 1.72-1.81 (m, 1 H) 1.83 (d, J=4.55 Hz, 1 H) 1.92-1.99 (m, 3 H) 2.07-2.15 (m, 1 H) 3.38-3.47 (m, 1 H) 3.51-3.57 (m, 1 H) 3.57-3.66 (m, 2 H) 3.90 (s, 3 H) 4.16 (t, J=7.83 Hz... Starting materials: Cc1cc(C=Cc2cccc(-c3ccc(C(F)(F)F)cc3)c2)ccc1OCC(=O)O, CCO, [H][H]. Product: Cc1cc(CCc2cccc(-c3ccc(C(F)(F)F)cc3)c2)ccc1OCC(=O)O. RXN SMILES: [CH3:1][c:2]1[c:3]([O:26][CH2:27][C:28](=[O:29])[OH:30])[cH:4][cH:5][c:6]([CH:8]=[CH:9][c:10]2[cH:11][c:12](-[c:16]3[cH:17][cH:18][c:19]([C:22]([F:23])([F:24])[F:25])[cH:20][cH:21]3)[cH:13][cH:14][cH:15]2)[cH:7]1.[CH3:33][CH2:34][OH:35].[H:31][H:32]>>[CH3:1][c:2]1[c:3]([O:26][CH2:27][C:28](=[O:29])[OH:30])[cH:4][cH:5][c:6]([CH2:8][CH2:9][c:10]2[cH:11][c:12](-[c:16]3[cH:17][cH:18][c:19]([C:22]([F:23])([F:24])[F:25])[cH:20][cH:21]3)[cH:13][cH:14][cH:15]2)[cH:7]1.